Dataset: the Open Reaction Database (ORD), a public repository of structured organic reaction records. Task: describe an organic reaction: reactants, conditions, products, and yield Starting materials: C[N+](C)(C)C, [Cl-], O=[N+]([O-])c1ccccc1Cl, [F-], [K+], Cc1ccccc1C. The product is O=[N+]([O-])c1ccccc1F. RXN SMILES: [CH3:22][N+:23]([CH3:24])([CH3:25])[CH3:26].[Cl-:21].[Cl:3][c:4]1[c:5]([N+:10](=[O:11])[O-:12])[cH:6][cH:7][cH:8][cH:9]1.[F-:1].[K+:2].[c:13]1([CH3:14])[c:15]([CH3:16])[cH:17][cH:18][cH:19][cH:20]1>>[F:1][c:4]1[c:5]([N+:10](=[O:11])[O-:12])[cH:6][cH:7][cH:8][cH:9]1. Reactants: CS(=O)(=O)NC(=O)c1cc(Cl)c(CBr)cc1F, O=C([O-])[O-], CC1(C)OB(c2cnc(C3CC3)c(Cl)c2)OC1(C)C, [K+], [K+], N#N, C1CCOC1, O. Yields the product CS(=O)(=O)NC(=O)c1cc(Cl)c(Cc2cnc(C3CC3)c(Cl)c2)cc1F. As a reaction SMILES: [Br:20][CH2:21][c:22]1[cH:23][c:24]([F:36])[c:25]([C:26](=[O:27])[NH:28][S:29](=[O:30])(=[O:31])[CH3:32])[cH:33][c:34]1[Cl:35].[C:37](=[O:38])([O-:39])[O-:40].[Cl:1][c:2]1[c:3]([CH:17]2[CH2:18][CH2:19]2)[n:4][cH:5][c:6]([B:8]2[O:9][C:10]([CH3:11])([CH3:12])[C:13]([CH3:14])([CH3:15])[O:16]2)[cH:7]1.[K+:41].[K+:42].[N:43]#[N:44].[O:46]1[CH2:47][CH2:48][CH2:49][CH2:50]1.[OH2:45]>>[Cl:1][c:2]1[c:3]([CH:17]2[CH2:18][CH2:19]2)[n:4][cH:5][c:6]([CH2:21][c:22]2[cH:23][c:24]([F:36])[c:25]([C:26](=[O:27])[NH:28][S:29](=[O:30])(=[O:31])[CH3:32])[cH:33][c:34]2[Cl:35])[cH:7]1. The reactants are CCCCOCCOc1ccc(-c2ccc3c(c2)C=C(C(=O)Nc2ccc(SCc4nncn4CC(C)C)cc2)CCN3CC(C)C)cc1, ClCCl, [Na+], [Na+], O=C(OO)c1cccc(Cl)c1, O=S([O-])([O-])=S. Yields the product CCCCOCCOc1ccc(-c2ccc3c(c2)C=C(C(=O)Nc2ccc(S(=O)Cc4nncn4CC(C)C)cc2)CCN3CC(C)C)cc1. RXN SMILES: [CH2:1]([CH2:2][CH2:3][CH3:4])[O:5][CH2:6][CH2:7][O:8][c:9]1[cH:10][cH:11][c:12](-[c:15]2[cH:16][cH:17][c:18]3[c:19]([cH:49]2)[CH:20]=[C:21]([C:29](=[O:30])[NH:31][c:32]2[cH:33][cH:34][c:35]([S:38][CH2:39][c:40]4[n:41][n:42][cH:43][n:44]4[CH2:45][CH:46]([CH3:47])[CH3:48])[cH:36][cH:37]2)[CH2:22][CH2:23][N:24]3[CH2:25][CH:26]([CH3:27])[CH3:28])[cH:13][cH:14]1.[Cl:68][CH2:69][Cl:70].[Na+:66].[Na+:67].[OH:50][O:51][C:52]([c:53]1[cH:54][c:55]([Cl:56])[cH:57][cH:58][cH:59]1)=[O:60].[S:61]([O-:62])([O-:63])(=[O:64])=[S:65]>>[CH2:1]([CH2:2][CH2:3][CH3:4])[O:5][CH2:6][CH2:7][O:8][c:9]1[cH:10][cH:11][c:12](-[c:15]2[cH:16][cH:17][c:18]3[c:19]([cH:49]2)[CH:20]=[C:21]([C:29](=[O:30])[NH:31][c:32]2[cH:33][cH:34][c:35]([S:38]([CH2:39][c:40]4[n:41][n:42][cH:43][n:44]4[CH2:45][CH:46]([CH3:47])[CH3:48])=[O:50])[cH:36][cH:37]2)[CH2:22][CH2:23][N:24]3[CH2:25][CH:26]([CH3:27])[CH3:28])[cH:13][cH:14]1.